Dataset: the Open Reaction Database (ORD), a public repository of structured organic reaction records. Task: describe an organic reaction: reactants, conditions, products, and yield Reactants: O=C1NC=2C=CC=C(C2C1)C(=O)OC (2,3-Dihydro-2-oxo-1H-indole-4-carboxylic acid, methyl ester), BrBr (bromine), O (water), Br (hydrogen bromide). Solvent: C(C)(C)(C)[O-] (t-butylhydroxide), N1=CC=CC=C1 (Pyridine). Run at time 16 hour. Product: BrC1(C(NC=2C=CC=C(C12)C(=O)OC)=O)Br (3,3-Dibromo-2,3-dihydro-2-oxo-1H-indole-4-carboxylic acid, methyl ester). The yield is 98.0%. Reaction SMILES: [O:1]=[C:2]1[CH2:10][C:9]2[C:8]([C:11]([O:13][CH3:14])=[O:12])=[CH:7][CH:6]=[CH:5][C:4]=2[NH:3]1.O.[BrH:16].[Br:17]Br>C([O-])(C)(C)C.N1C=CC=CC=1>[Br:16][C:10]1([Br:17])[C:9]2[C:8]([C:11]([O:13][CH3:14])=[O:12])=[CH:7][CH:6]=[CH:5][C:4]=2[NH:3][C:2]1=[O:1]. Reported procedure: 2,3-Dihydro-2-oxo-1H-indole-4-carboxylic acid, methyl ester, (C. A. Grob and 0. Weissbach, Hely. Chim. Acta, vol. 44, p. 1736, 1961) (2 g, 11.4 mmol) was dissolved in t-butylhydroxide (120 mL) containing 0.5 mL of water. Pyridine.hydrogen bromide.bromine (14.6 g, 45.7 mmol) was added and the mixture was stirred at room temperature for 16 hours. The reaction was quenched by the addition of water and the t-butylhydroxide was distilled off. The resulting residue was partitioned between water and et... Reactants: N(C(=O)N)C=1C=C(C=CC1)CC(C)N (1-(3'-ureido-phenyl)-2-amino-propane), C(=O)OCC (ethyl formate). Product: N(C(=O)N)C=1C=C(C=CC1)CC(C)NC=O (1-(3'-Ureido-phenyl)-2-formylamino-propane). Reaction SMILES: [NH:1]([C:5]1[CH:6]=[C:7]([CH2:11][CH:12]([NH2:14])[CH3:13])[CH:8]=[CH:9][CH:10]=1)[C:2]([NH2:4])=[O:3].[CH:15](OCC)=[O:16]>>[NH:1]([C:5]1[CH:6]=[C:7]([CH2:11][CH:12]([NH:14][CH:15]=[O:16])[CH3:13])[CH:8]=[CH:9][CH:10]=1)[C:2]([NH2:4])=[O:3]. Procedure: A mixture consisting of 4.8 gm of 1-(3'-ureido-phenyl)-2-amino-propane and 5 ml of ethyl formate was refluxed for 5 hours. Thereafter, the reaction solution was evaporated, and the residue was purified by chromatography on a silicagel column, using methanol/chloroform (2:8) as the flow agent. The eluate was evaporated, and the residue was recrystallized from ethanol and ether, yielding the compound of the formula ##STR25## which had a melting point of 133-136° C. Reactants: BrC1=CN=C2C(=N1)N(N=N2)CC=2C=C1C=CC=NC1=CC2 (6-((6-bromo-1H-[1,2,3]triazolo[4,5-b]pyrazin-1-yl)methyl)quinoline), C([O-])([O-])=O.[K+].[K+] (potassium carbonate), N1C[C@@H](CC1)NC(OC(C)(C)C)=O ((R)-tert-butyl pyrrolidin-3-ylcarbamate). Run in CC(C)O (2-propanol). Run at temperature 80 celsius. Yields the product N1=CC=CC2=CC(=CC=C12)CN1N=NC2=NC=C(N=C21)N2C[C@@H](CC2)NC(OC(C)(C)C)=O ((R)-tert-butyl 1-(3-(quinolin-6-ylmethyl)-3H-[1,2,3]triazolo[4,5-b]pyrazin-5-yl)pyrrolidin-3-ylcarbamate). The yield is 91.3%. RXN SMILES: Br[C:2]1[N:7]=[C:6]2[N:8]([CH2:11][C:12]3[CH:13]=[C:14]4[C:19](=[CH:20][CH:21]=3)[N:18]=[CH:17][CH:16]=[CH:15]4)[N:9]=[N:10][C:5]2=[N:4][CH:3]=1.C(=O)([O-])[O-].[K+].[K+].[NH:28]1[CH2:32][CH2:31][C@@H:30]([NH:33][C:34](=[O:40])[O:35][C:36]([CH3:39])([CH3:38])[CH3:37])[CH2:29]1>CC(O)C>[N:18]1[C:19]2[C:14](=[CH:13][C:12]([CH2:11][N:8]3[C:6]4[C:5](=[N:4][CH:3]=[C:2]([N:28]5[CH2:32][CH2:31][C@@H:30]([NH:33][C:34](=[O:40])[O:35][C:36]([CH3:38])([CH3:37])[CH3:39])[CH2:29]5)[N:7]=4)[N:10]=[N:9]3)=[CH:21][CH:20]=2)[CH:15]=[CH:16][CH:17]=1 |f:1.2.3|. Procedure details: A mixture of 6-((6-bromo-1H-[1,2,3]triazolo[4,5-b]pyrazin-1-yl)methyl)quinoline (200 mg, 0.586 mmol), potassium carbonate (243 mg, 1.76 mmol), and (R)-tert-butyl pyrrolidin-3-ylcarbamate (218 mg, 1.17 mmol) in 2-propanol (6.0 mL) was heated in the microwave at 80° C. for 20 minutes. The mixture was allowed to cool and the solids were collected by filtration then purified by flash chromatography using a Horizon purification system eluting with chloroform/ethyl acetate (25-75%) to afford (R)-tert-...